This data is from the Open Reaction Database (ORD), a public repository of structured organic reaction records. The task is: describe an organic reaction: reactants, conditions, products, and yield The reactants are CC(C)C(=O)Nc1cccc(C2CCNCC2)c1, O=C(CCCCCl)N1C(=O)OCC1c1ccc(F)c(F)c1. Yields the product CC(C)C(=O)Nc1cccc(C2CCN(CCCCC(=O)N3C(=O)OCC3c3ccc(F)c(F)c3)CC2)c1. RXN SMILES: [CH3:22][CH:23]([C:24](=[O:25])[NH:26][c:27]1[cH:28][c:29]([CH:33]2[CH2:34][CH2:35][NH:36][CH2:37][CH2:38]2)[cH:30][cH:31][cH:32]1)[CH3:39].[Cl:1][CH2:2][CH2:3][CH2:4][CH2:5][C:6](=[O:7])[N:8]1[C:9](=[O:21])[O:10][CH2:11][CH:12]1[c:13]1[cH:14][c:15]([F:20])[c:16]([F:19])[cH:17][cH:18]1>>[CH2:2]([CH2:3][CH2:4][CH2:5][C:6](=[O:7])[N:8]1[C:9](=[O:21])[O:10][CH2:11][CH:12]1[c:13]1[cH:14][c:15]([F:20])[c:16]([F:19])[cH:17][cH:18]1)[N:36]1[CH2:35][CH2:34][CH:33]([c:29]2[cH:28][c:27]([NH:26][C:24]([CH:23]([CH3:22])[CH3:39])=[O:25])[cH:32][cH:31][cH:30]2)[CH2:38][CH2:37]1. Reactants: C1(=CC=CC=C1)S(=O)(=O)N1C(C1)C(=O)N1CCN(CC1)C1=C(C=CC(=C1)C)C ((RS)-(1-benzenesulfonyl-aziridin-2-yl)-[4-(2,5-dimethyl-phenyl)-piperazin-1-yl]-methanone), [I-].[Na+] (sodium iodide), ClC1=C(C=CC=C1)N=C=O (2-chlorophenyl isocyanate). Product: C1(=CC=CC=C1)S(=O)(=O)N1C(N(C(C1)C(=O)N1CCN(CC1)C1=C(C=CC(=C1)C)C)C1=C(C=CC=C1)Cl)=O ((RS)-1-Benzenesulfonyl-3-(2-chloro-phenyl)-4-[4-(2,5-dimethyl-phenyl)-piperazine-1-carbonyl]-imidazolidin-2-one). RXN SMILES: [C:1]1([S:7]([N:10]2[CH2:12][CH:11]2[C:13]([N:15]2[CH2:20][CH2:19][N:18]([C:21]3[CH:26]=[C:25]([CH3:27])[CH:24]=[CH:23][C:22]=3[CH3:28])[CH2:17][CH2:16]2)=[O:14])(=[O:9])=[O:8])[CH:6]=[CH:5][CH:4]=[CH:3][CH:2]=1.[I-].[Na+].[Cl:31][C:32]1[CH:37]=[CH:36][CH:35]=[CH:34][C:33]=1[N:38]=[C:39]=[O:40]>>[C:1]1([S:7]([N:10]2[CH2:12][CH:11]([C:13]([N:15]3[CH2:16][CH2:17][N:18]([C:21]4[CH:26]=[C:25]([CH3:27])[CH:24]=[CH:23][C:22]=4[CH3:28])[CH2:19][CH2:20]3)=[O:14])[N:38]([C:33]3[CH:34]=[CH:35][CH:36]=[CH:37][C:32]=3[Cl:31])[C:39]2=[O:40])(=[O:9])=[O:8])[CH:6]=[CH:5][CH:4]=[CH:3][CH:2]=1 |f:1.2|. Procedure: In analogy to example 2, (RS)-(1-benzenesulfonyl-aziridin-2-yl)-[4-(2,5-dimethyl-phenyl)-piperazin-1-yl]-methanone (example 2, step 3) was reacted with sodium iodide and 2-chlorophenyl isocyanate to give the title compound as a colorless solid. MS: 553.3 ([M+H]+) Reactants: O=C([O-])[O-], CC(=O)CCl, CNCc1ccccc1, Cc1ccccc1, [K+], [K+]. The product is CC(=O)CN(C)Cc1ccccc1. RXN SMILES: [C:10](=[O:11])([O-:12])[O-:13].[CH3:16][C:17](=[O:18])[CH2:19][Cl:20].[CH3:1][NH:2][CH2:3][c:4]1[cH:5][cH:6][cH:7][cH:8][cH:9]1.[CH3:21][c:22]1[cH:23][cH:24][cH:25][cH:26][cH:27]1.[K+:14].[K+:15]>>[CH3:1][N:2]([CH2:3][c:4]1[cH:5][cH:6][cH:7][cH:8][cH:9]1)[CH2:19][C:17]([CH3:16])=[O:18].